This data is from the Open Reaction Database (ORD), a public repository of structured organic reaction records. The task is: describe an organic reaction: reactants, conditions, products, and yield Starting materials: CCOC(=O)CN1CCN(CC)C(=O)C1=O, CCO, NN, O. Product: CCN1CCN(CC(=O)NN)C(=O)C1=O. RXN SMILES: [CH2:1]([O:2][C:4]([CH2:5][N:6]1[C:7](=[O:15])[C:8](=[O:14])[N:9]([CH2:12][CH3:13])[CH2:10][CH2:11]1)=[O:16])[CH3:3].[CH3:20][CH2:21][OH:22].[NH2:18][NH2:19].[OH2:17]>>[C:4]([CH2:5][N:6]1[C:7](=[O:15])[C:8](=[O:14])[N:9]([CH2:12][CH3:13])[CH2:10][CH2:11]1)(=[O:16])[NH:18][NH2:19]. Starting materials: COc1ccc(CNc2cccc(NC(CC(=O)O)c3ccccc3)c2[N+](=O)[O-])cc1, CCO, NN, O. Product: COc1ccc(CNc2cccc(NC(CC(=O)O)c3ccccc3)c2N)cc1. RXN SMILES: [CH3:1][O:2][c:3]1[cH:4][cH:5][c:6]([CH2:7][NH:8][c:9]2[c:10]([N+:27]([O-:28])=[O:29])[c:11]([NH:12][CH:13]([CH2:14][C:15](=[O:16])[OH:17])[c:18]3[cH:19][cH:20][cH:21][cH:22][cH:23]3)[cH:24][cH:25][cH:26]2)[cH:30][cH:31]1.[CH3:35][CH2:36][OH:37].[NH2:33][NH2:34].[OH2:32]>>[CH3:1][O:2][c:3]1[cH:4][cH:5][c:6]([CH2:7][NH:8][c:9]2[c:10]([NH2:27])[c:11]([NH:12][CH:13]([CH2:14][C:15](=[O:16])[OH:17])[c:18]3[cH:19][cH:20][cH:21][cH:22][cH:23]3)[cH:24][cH:25][cH:26]2)[cH:30][cH:31]1. Starting materials: 2-R-5-(thiazol-2-ylamino)phenol, BrC=1SC=CN1 (2-bromothiazole), O(C1=CC=CC=C1)C=1C=C(N)C=CC1 (3-phenoxyaniline), Cl (HCl). Solvent: CCO (EtOH). Reaction conditions: temperature 90 celsius, time 24 hour. Product: O(C1=CC=CC=C1)C=1C=C(C=CC1)NC=1SC=CN1 (N-(3-phenoxyphenyl)thiazol-2-amine). Isolated yield 75.0%. RXN SMILES: Br[C:2]1[S:3][CH:4]=[CH:5][N:6]=1.[O:7]([C:14]1[CH:15]=[C:16]([CH:18]=[CH:19][CH:20]=1)[NH2:17])[C:8]1[CH:13]=[CH:12][CH:11]=[CH:10][CH:9]=1.Cl>CCO>[O:7]([C:14]1[CH:15]=[C:16]([NH:17][C:2]2[S:3][CH:4]=[CH:5][N:6]=2)[CH:18]=[CH:19][CH:20]=1)[C:8]1[CH:9]=[CH:10][CH:11]=[CH:12][CH:13]=1. Reported procedure: Following the general procedure for the synthesis of 2-R-5-(thiazol-2-ylamino)phenol, 2-bromothiazole (0.09 mL, 1.02 mmol), 3-phenoxyaniline (94 mg, 0.51 mmol) and 37% HCl solution (0.09 mL, 1.02 mmol) in 10% aqueous EtOH solution (1 mL) was stirred at 90° C. for 24 h. The title compound was obtained after purification by flash chromatography on silica gel (hexane:EtOAc 9/1) in 75% yield (102 mg). The reactants are CS(=O)(=O)OC[C@@H]1N(CCN(C1)S(=O)(=O)C=1SC=CC1)C1=CC=C(C=C1)C(C(F)(F)F)(C)O (((2R)-4-(2-thiophenylsulfonyl)-1-(4-(2,2,2-trifluoro-1-hydroxy-1-methylethyl)phenyl)-2-piperazinyl)methyl methanesulfonate), CS(=O)(=O)OC[C@@H]1N(CCN(C1)S(=O)(=O)C=1SC=CC1)C1=CC=C(C=C1)C(C(F)(F)F)(C)O (((2R)-4-(2-thiophenylsulfonyl)-1-(4-(2,2,2-trifluoro-1-hydroxy-1-methylethyl)phenyl)-2-piperazinyl)methyl methanesulfonate), CC1(C(NCCN1)=O)C (3,3-dimethylpiperazin-2-one), C([O-])([O-])=O.[K+].[K+] (potassium carbonate). Solvent: C(C)#N (acetonitrile). Yields the product CC1(C(NCCN1C[C@@H]1N(CCN(C1)S(=O)(=O)C=1SC=CC1)C1=CC=C(C=C1)C(C(F)(F)F)(C)O)=O)C (3,3-dimethyl-4-(((2S)-4-(2-thiophenylsulfonyl)-1-(4-(2,2,2-trifluoro-1-hydroxy-1-methylethyl)phenyl)-2-piperazinyl)methyl)-2-piperazinone). Reaction SMILES: CS(O[CH2:6][C@H:7]1[CH2:12][N:11]([S:13]([C:16]2[S:17][CH:18]=[CH:19][CH:20]=2)(=[O:15])=[O:14])[CH2:10][CH2:9][N:8]1[C:21]1[CH:26]=[CH:25][C:24]([C:27]([OH:33])([CH3:32])[C:28]([F:31])([F:30])[F:29])=[CH:23][CH:22]=1)(=O)=O.[CH3:34][C:35]1([CH3:42])[NH:40][CH2:39][CH2:38][NH:37][C:36]1=[O:41].C(=O)([O-])[O-].[K+].[K+]>C(#N)C>[CH3:34][C:35]1([CH3:42])[N:40]([CH2:6][C@H:7]2[CH2:12][N:11]([S:13]([C:16]3[S:17][CH:18]=[CH:19][CH:20]=3)(=[O:14])=[O:15])[CH2:10][CH2:9][N:8]2[C:21]2[CH:22]=[CH:23][C:24]([C:27]([OH:33])([CH3:32])[C:28]([F:31])([F:30])[F:29])=[CH:25][CH:26]=2)[CH2:39][CH2:38][NH:37][C:36]1=[O:41] |f:2.3.4|. Procedure: Following the procedure reported for Example 179, the reaction of ((2R)-4-(2-thiophenylsulfonyl)-1-(4-(2,2,2-trifluoro-1-hydroxy-1-methylethyl)phenyl)-2-piperazinyl)methyl methanesulfonate (102 mg, 0.193 mmol, Intermediate B), 3,3-dimethylpiperazin-2-one (26.0 mg, 0.203 mmol, ChemBridge, San Diego, Calif.), and potassium carbonate (80 mg, 0.579 mmol, Sigma-Aldrich, St. Louis, Mo.) in acetonitrile (1.286 mL). Purification by silica gel chromatography (1.5 to 7% MeOH in CH2Cl2 gradient) delivered ...